Dataset: the Open Reaction Database (ORD), a public repository of structured organic reaction records. Task: describe an organic reaction: reactants, conditions, products, and yield Reactants: ClN1C(CCC1=O)=O (N-chlorosuccinimide), BrC1=CC(=C(C=C1)N)C(C)(C)C (4-bromo-2-tert-butylphenylamine), [Cl-].[Na+] (sodium chloride). The solvent is CN(C)C=O (DMF). Reaction conditions: temperature 70 celsius. Product: BrC1=CC(=C(C(=C1)Cl)N)C(C)(C)C (4-bromo-2-tert-butyl-6-chlorophenylamine), oil. Yield: 99.0%. As a reaction SMILES: [Cl:1]N1C(=O)CCC1=O.[Br:9][C:10]1[CH:15]=[CH:14][C:13]([NH2:16])=[C:12]([C:17]([CH3:20])([CH3:19])[CH3:18])[CH:11]=1.[Cl-].[Na+]>CN(C=O)C>[Br:9][C:10]1[CH:15]=[C:14]([Cl:1])[C:13]([NH2:16])=[C:12]([C:17]([CH3:20])([CH3:19])[CH3:18])[CH:11]=1 |f:2.3|. Reported procedure: 6.4 g (48 mmol) of N-chlorosuccinimide are added to a solution of 10 g (44 mmol) of 4-bromo-2-tert-butylphenylamine (example 1a) in 150 ml of DMF. The medium is heated at 70° C. for 2 hours. It is then poured into a saturated aqueous solution of sodium chloride and extracted with ethyl acetate. The organic phases are combined and washed with water and then dried over sodium sulphate. The residue is chromatographed on silica gel (90/10 heptane/ethyl acetate). 11.4 g of 4-bromo-2-tert-butyl-6-chlo...